From a dataset of the Open Reaction Database (ORD), a public repository of structured organic reaction records. describe an organic reaction: reactants, conditions, products, and yield Reactants: CCS(=O)(=O)N(CCCCC(=O)OC)C1CC(C)(C)Oc2ccc(C)cc21, CO, N. The product is CCS(=O)(=O)N(CCCCC(N)=O)C1CC(C)(C)Oc2ccc(C)cc21. RXN SMILES: [CH2:1]([CH3:2])[S:3](=[O:4])(=[O:5])[N:6]([CH2:7][CH2:8][CH2:9][CH2:10][C:11](=[O:12])[O:13][CH3:14])[CH:15]1[CH2:16][C:17]([CH3:26])([CH3:27])[O:18][c:19]2[cH:20][cH:21][c:22]([CH3:25])[cH:23][c:24]21.[CH3:29][OH:30].[NH3:28]>>[CH2:1]([CH3:2])[S:3](=[O:4])(=[O:5])[N:6]([CH2:7][CH2:8][CH2:9][CH2:10][C:11](=[O:12])[NH2:28])[CH:15]1[CH2:16][C:17]([CH3:26])([CH3:27])[O:18][c:19]2[cH:20][cH:21][c:22]([CH3:25])[cH:23][c:24]21. Starting materials: CN, CO, ClCCl, CCOC(=O)COC(=O)N1CCN(c2ccc(-c3cccc(C(F)(F)F)c3)nc2)CC1, C1CCOC1. The product is CNC(=O)COC(=O)N1CCN(c2ccc(-c3cccc(C(F)(F)F)c3)nc2)CC1. As a reaction SMILES: [CH3:32][NH2:33].[CH3:37][OH:38].[Cl:34][CH2:35][Cl:36].[F:1][C:2]([c:3]1[cH:4][c:5](-[c:9]2[cH:10][cH:11][c:12]([N:15]3[CH2:16][CH2:17][N:18]([C:21](=[O:22])[O:23][CH2:24][C:25](=[O:26])[O:27][CH2:28][CH3:29])[CH2:19][CH2:20]3)[cH:13][n:14]2)[cH:6][cH:7][cH:8]1)([F:30])[F:31].[O:39]1[CH2:40][CH2:41][CH2:42][CH2:43]1>>[F:1][C:2]([c:3]1[cH:4][c:5](-[c:9]2[cH:10][cH:11][c:12]([N:15]3[CH2:16][CH2:17][N:18]([C:21](=[O:22])[O:23][CH2:24][C:25](=[O:26])[NH:33][CH3:32])[CH2:19][CH2:20]3)[cH:13][n:14]2)[cH:6][cH:7][cH:8]1)([F:30])[F:31]. The reactants are CC(C)Br, O=C([O-])[O-], CS(C)=O, [Cl-], CNc1ccc2c(Cl)cc(Cl)c(O)c2n1, [K+], [K+], [NH4+]. Product: CNc1ccc2c(Cl)cc(Cl)c(OC(C)C)c2n1. Reaction SMILES: [Br:22][CH:23]([CH3:24])[CH3:25].[C:16](=[O:17])([O-:18])[O-:19].[CH3:28][S:29](=[O:30])[CH3:31].[Cl-:26].[Cl:1][c:2]1[c:3]2[cH:4][cH:5][c:6]([NH:14][CH3:15])[n:7][c:8]2[c:9]([OH:13])[c:10]([Cl:12])[cH:11]1.[K+:20].[K+:21].[NH4+:27]>>[Cl:1][c:2]1[c:3]2[cH:4][cH:5][c:6]([NH:14][CH3:15])[n:7][c:8]2[c:9]([O:13][CH:23]([CH3:24])[CH3:25])[c:10]([Cl:12])[cH:11]1.